Dataset: the Open Reaction Database (ORD), a public repository of structured organic reaction records. Task: describe an organic reaction: reactants, conditions, products, and yield The reactants are COC(C=C1CCOC2=C1C=C(C=C2)Cl)=O (6-chloro-3,4-dihydro-2H-1-benzpyran-4-ylidene-acetic acid methyl ester), [OH-].[K+] (potassium hydroxide), [H][H] (hydrogen), COC(CC1CCOC2=C1C=C(C=C2)Cl)=O (6-chloro-3,4-dihydro-2H-1-benzopyran-4-acetic acid methyl ester). The reagents and catalysts are [Pd].C (Pd charcoal). Solvent: O (water), C(C)(=O)OCC (ethyl acetate). Product: ClC=1C=CC2=C(C(CCO2)CC(=O)O)C1 (6-chloro-3,4-dihydro-2H-1-benzopyran-4-acetic acid). Yield: 34.2%. Reaction SMILES: C[O:2][C:3](=[O:16])[CH:4]=[C:5]1[C:10]2[CH:11]=[C:12]([Cl:15])[CH:13]=[CH:14][C:9]=2[O:8][CH2:7][CH2:6]1.[H][H].COC(=O)CC1C2C=C(Cl)C=CC=2OCC1.[OH-].[K+]>[Pd].C.C(OCC)(=O)C.O>[Cl:15][C:12]1[CH:13]=[CH:14][C:9]2[O:8][CH2:7][CH2:6][CH:5]([CH2:4][C:3]([OH:16])=[O:2])[C:10]=2[CH:11]=1 |f:3.4,5.6|. Procedure: 6-chloro-3,4-dihydro-2H-1-benzpyran-4-ylidene-acetic acid methyl ester (2.0 g.) was reduced with hydrogen using a 10% Pd-charcoal catalyst (0.20 g.) by stirring at 25° C. in ethyl acetate for 4 hours. The reduction product, 6-chloro-3,4-dihydro-2H-1-benzopyran-4-acetic acid methyl ester (1.0 g.), was heated for 3 days at reflux temperature with potassium hydroxide (2.4 g.) in 25 ml. water. The solution was acidified and extracted with chloroform. Recrystallization from cyclohexane gave 6-chloro-... Reactants: C1(CCCCC1)N=C=NC1CCCCC1 (dicyclohexylcarbodiimide), C(#N)C1(CC(CCC1)C)C(=O)O (1-cyano-3-methyl-cyclohexanecarboxylic acid), C(CCCCC)C1=CC=C(C=C1)C1=CC=C(C=C1)O (4'-hexyl-biphenyl-4-ol), C(C)N(C1=CC=NC=C1)CC (4-diethylaminopyridine). The solvent is C(Cl)Cl (CH2Cl2), C(Cl)Cl (methylene chloride). Reaction conditions: time 2 hour. Product: C(#N)C1(CC(CCC1)C)C(=O)OC1=CC=C(C=C1)C1=CC=C(C=C1)CC (4'-ethylbiphenyl-4-yl 1-cyano-3-methylcyclohexanecarboxylate). Reaction SMILES: C1(N=C=NC2CCCCC2)CCCCC1.[C:16]([C:18]1([C:25]([OH:27])=[O:26])[CH2:23][CH2:22][CH2:21][CH:20]([CH3:24])[CH2:19]1)#[N:17].[CH2:28]([C:34]1[CH:39]=[CH:38][C:37]([C:40]2[CH:45]=[CH:44][C:43](O)=[CH:42][CH:41]=2)=[CH:36][CH:35]=1)[CH2:29]CCCC.C(N(CC)C1C=CN=CC=1)C>C(Cl)Cl>[C:16]([C:18]1([C:25]([O:27][C:43]2[CH:44]=[CH:45][C:40]([C:37]3[CH:36]=[CH:35][C:34]([CH2:28][CH3:29])=[CH:39][CH:38]=3)=[CH:41][CH:42]=2)=[O:26])[CH2:23][CH2:22][CH2:21][CH:20]([CH3:24])[CH2:19]1)#[N:17]. Procedure details: A solution of 23 g of dicyclohexylcarbodiimide in 50 ml of CH2Cl2 is added to a mixture of 16 g of 1-cyano-3-methyl-cyclohexanecarboxylic acid, 25 g of 4'-hexyl-biphenyl-4-ol, 1.2 g of 4-diethylaminopyridine and 200 ml of methylene chloride at room temperature and the mixture is stirred for 2 hours. Customary working up and separation by column chromatography (silica gel/toluene) gives 4'-hexylbiphenyl-4-yl 1-cyano-3-methylcyclohexanecarboxylic as the pure product by recrystallization, m.p. 51°,... The reactants are ClC=1C(=NN(C1OC(F)F)C)C=1C(=CC(=C(C(=O)O)C1)Cl)Cl (5-(4-chloro-5-difluoromethoxy-1-methyl-1H-pyrazol-3-yl)-2,4-dichlorobenzoic acid), 1,1-carbonyldiimidazole, O1C(OCC1)CCNC (N-[2-(1,3-dioxolan-2-yl)-ethyl]-N-methylamine). Run in O1CCCC1 (tetrahydrofuran). Conditions: temperature 20 celsius, time 16 hour. Product: O1C(OCC1)CCN(C(C1=C(C=C(C(=C1)C1=NN(C(=C1Cl)OC(F)F)C)Cl)Cl)=O)C (N-[2-(1,3-dioxolan-2-yl)ethyl]-N-methyl-5-(4-chloro-5-difluoromethoxy-1-methyl-1H-pyrazol-3-yl)-2,4-dichlorobenzamide). Reaction SMILES: [Cl:1][C:2]1[C:3]([C:12]2[C:13]([Cl:22])=[CH:14][C:15]([Cl:21])=[C:16]([CH:20]=2)[C:17]([OH:19])=O)=[N:4][N:5]([CH3:11])[C:6]=1[O:7][CH:8]([F:10])[F:9].[O:23]1[CH2:27][CH2:26][O:25][CH:24]1[CH2:28][CH2:29][NH:30][CH3:31]>O1CCCC1>[O:23]1[CH2:27][CH2:26][O:25][CH:24]1[CH2:28][CH2:29][N:30]([CH3:31])[C:17](=[O:19])[C:16]1[CH:20]=[C:12]([C:3]2[C:2]([Cl:1])=[C:6]([O:7][CH:8]([F:9])[F:10])[N:5]([CH3:11])[N:4]=2)[C:13]([Cl:22])=[CH:14][C:15]=1[Cl:21]. Procedure: After a solution of 1 g (2.7 mmol) of 5-(4-chloro-5-difluoromethoxy-1-methyl-1H-pyrazol-3-yl)-2,4-dichlorobenzoic acid and 0.66 g (4.1 mmol) of 1,1-carbonyldiimidazole had been stirred for 1 hour in 20 ml of tetrahydrofuran, 0.55 g (4.1 mmol) of N-[2-(1,3-dioxolan-2-yl)-ethyl]-N-methylamine were added. The mixture was subsequently stirred for a further 16 hours at approximately 20° C. The reaction mixture was then concentrated. The crude product was purified by chromatography on silica gel (elue...